From a dataset of the Open Reaction Database (ORD), a public repository of structured organic reaction records. describe an organic reaction: reactants, conditions, products, and yield Starting materials: CC(C)=O, [Cl-], Cl, [Na+], O, OCCC1=CC2CC3(CC2C1)OCCO3. The product is O=C1CC2C=C(CCO)CC2C1. RXN SMILES: [CH3:16][C:17](=[O:18])[CH3:19].[Cl-:23].[ClH:21].[Na+:22].[OH2:20].[OH:1][CH2:2][CH2:3][C:4]1=[CH:5][CH:6]2[CH2:7][C:8]3([CH2:9][CH:10]2[CH2:11]1)[O:12][CH2:15][CH2:14][O:13]3>>[OH:1][CH2:2][CH2:3][C:4]1=[CH:5][CH:6]2[CH2:7][C:8](=[O:12])[CH2:9][CH:10]2[CH2:11]1. Starting materials: C(C1=CC=CC=C1)CN (N-benzylmethylamine), FC=1C=C(CN2CCOCC2)C=CC1[N+](=O)[O-] (4-(3-fluoro-4-nitrobenzyl)morpholine), C(C)#N (acetonitrile). Yields the product C(C1=CC=CC=C1)N(C1=C(C=CC(=C1)CN1CCOCC1)[N+](=O)[O-])C (N-benzyl-N-methyl-5-(4-morpholinylmethyl)-2-nitroaniline). RXN SMILES: [CH2:1](CN)[C:2]1[CH:7]=[CH:6][CH:5]=[CH:4][CH:3]=1.F[C:11]1[CH:12]=[C:13]([CH:21]=[CH:22][C:23]=1[N+:24]([O-:26])=[O:25])[CH2:14][N:15]1[CH2:20][CH2:19][O:18][CH2:17][CH2:16]1.[C:27](#[N:29])C>>[CH2:1]([N:29]([CH3:27])[C:11]1[CH:12]=[C:13]([CH2:14][N:15]2[CH2:20][CH2:19][O:18][CH2:17][CH2:16]2)[CH:21]=[CH:22][C:23]=1[N+:24]([O-:26])=[O:25])[C:2]1[CH:3]=[CH:4][CH:5]=[CH:6][CH:7]=1. Procedure: A mixture of N-benzylmethylamine (3.6 g, 30 mmol) and 4-(3-fluoro-4-nitrobenzyl)morpholine (2.4 g, 10 mmol) in acetonitrile (3.0 mL) is heated under reflux for 30 min and the solvent is then removed under reduced pressure. The residual oil is partitioned between ethyl acetate (70 mL) and sodium hydroxide solution (10 mL of 1 N) and the ethyl acetate phase is separated and washed twice with water (5 mL). The ethyl acetate is removed and the crude product is applied to a silica gel column. The col... Reactants: O (Water), CS(=O)(=O)N1CCC(=CC1)C=1C=C2C(=CN1)OC1(CC3(CCNCC3)C1)C2 (5-(1-methanesulfonyl-1,2,3,6-tetrahydro-pyridin-4-yl)-dispiro[2,3-dihydrofuro[2,3-c]pyridine-2,1′-cyclobutane-3′,4″-piperidine]), C(C)(C)N(C(C)C)CC (N,N-diisopropyl-ethylamine), BrC#N (Bromocyanide). The solvent is ClCCl (dichloromethane). Conditions: time 5 minute. Product: C(#N)N1CCC2(CC1)CC1(C2)CC=2C(=CN=C(C2)C=2CCN(CC2)S(=O)(=O)C)O1 (1″-Cyano-5-(1-methanesulfonyl-1,2,3,6-tetrahydro-pyridin-4-yl)-dispiro[2,3-dihydrofuro[2,3-c]pyridine-2,1′-cyclobutane-3′,4″-piperidine]). As a reaction SMILES: [CH3:1][S:2]([N:5]1[CH2:10][CH:9]=[C:8]([C:11]2[CH:12]=[C:13]3[CH2:27][C:18]4([CH2:26][C:20]5([CH2:25][CH2:24][NH:23][CH2:22][CH2:21]5)[CH2:19]4)[O:17][C:14]3=[CH:15][N:16]=2)[CH2:7][CH2:6]1)(=[O:4])=[O:3].[CH:28]([N:31](CC)C(C)C)(C)C.BrC#N.O>ClCCl>[C:28]([N:23]1[CH2:22][CH2:21][C:20]2([CH2:19][C:18]3([O:17][C:14]4=[CH:15][N:16]=[C:11]([C:8]5[CH2:9][CH2:10][N:5]([S:2]([CH3:1])(=[O:4])=[O:3])[CH2:6][CH:7]=5)[CH:12]=[C:13]4[CH2:27]3)[CH2:26]2)[CH2:25][CH2:24]1)#[N:31]. Procedure: A mixture of 5-(1-methanesulfonyl-1,2,3,6-tetrahydro-pyridin-4-yl)-dispiro[2,3-dihydrofuro[2,3-c]pyridine-2,1′-cyclobutane-3′,4″-piperidine] (HCl salt, 0.22 g) and N,N-diisopropyl-ethylamine (0.22 mL) in dichloromethane (20 mL) is stirred at room temperature for 5 min. Bromocyanide (60 mg) is added and the solution is stirred at room temperature for 2 h. Water is added and the mixture is extracted with dichloromethane. The combined extracts are dried (Na2SO4) and concentrated. The residue is chr... Reactants: ClC1=C2C(=CC=3C(OC(=NC13)C=1N(N=C(C1)C(F)(F)F)C1=NC=CC=C1Cl)=O)NC=N2 (4-chloro-6-[2-(3-chloro-pyridin-2-yl)-5-trifluoromethyl-2H-pyrazol-3-yl]-1H-7-oxa-1,3,5-triaza-cyclopenta[b]naphthalen-8-one), CN (methylamine). Product: CNC(=O)C1=CC2=C(N=CN2)C(=C1NC(=O)C=1N(N=C(C1)C(F)(F)F)C1=NC=CC=C1Cl)Cl (7-chloro-6-{[2-(3-chloro-pyridin-2-yl)-5-trifluoromethyl-2H-pyrazole-3-carbonyl]-amino}-3H-benzoimidazole-5-carboxylic acid methylamide). Yield: 26.0%. RXN SMILES: [Cl:1][C:2]1[C:11]2[N:10]=[C:9]([C:12]3[N:13]([C:21]4[C:26]([Cl:27])=[CH:25][CH:24]=[CH:23][N:22]=4)[N:14]=[C:15]([C:17]([F:20])([F:19])[F:18])[CH:16]=3)[O:8][C:7](=[O:28])[C:6]=2[CH:5]=[C:4]2[NH:29][CH:30]=[N:31][C:3]=12.[CH3:32][NH2:33]>>[CH3:32][NH:33][C:7]([C:6]1[C:11]([NH:10][C:9]([C:12]2[N:13]([C:21]3[C:26]([Cl:27])=[CH:25][CH:24]=[CH:23][N:22]=3)[N:14]=[C:15]([C:17]([F:18])([F:20])[F:19])[CH:16]=2)=[O:8])=[C:2]([Cl:1])[C:3]2[N:31]=[CH:30][NH:29][C:4]=2[CH:5]=1)=[O:28]. Reported procedure: See example H3 using 4-chloro-6-[2-(3-chloro-pyridin-2-yl)-5-trifluoromethyl-2H-pyrazol-3-yl]-1H-7-oxa-1,3,5-triaza-cyclopenta[b]naphthalen-8-one as starting material and 3 equivalents of methylamine (40% in H2O). A white solid is obtained within 26% yield. m.p.: 190-192° C.; LC/MS: 498/500 (M+1)+.